describe an organic reaction: reactants, conditions, products, and yield From a dataset of the Open Reaction Database (ORD), a public repository of structured organic reaction records. The reactants are NC(=O)C=C1c2cc(F)ccc2CC1Br, CC(=O)[O-], CC(=O)O, CC#N, CCO, [K+], C1COCCOCCOCCOCCOCCO1. The product is CC(=O)OC1Cc2ccc(F)cc2C1=CC(N)=O. RXN SMILES: [Br:1][CH:2]1[C:3](=[CH:12][C:13](=[O:14])[NH2:15])[c:4]2[cH:5][c:6]([F:11])[cH:7][cH:8][c:9]2[CH2:10]1.[CH3:17][C:18]([O-:19])=[O:20].[CH3:39][C:40](=[O:41])[OH:42].[CH3:43][C:44]#[N:45].[CH3:46][CH2:47][OH:48].[K+:16].[O:21]1[CH2:22][CH2:23][O:24][CH2:25][CH2:26][O:27][CH2:28][CH2:29][O:30][CH2:31][CH2:32][O:33][CH2:34][CH2:35][O:36][CH2:37][CH2:38]1>>[CH:2]1([O:20][C:18]([CH3:17])=[O:19])[C:3](=[CH:12][C:13](=[O:14])[NH2:15])[c:4]2[cH:5][c:6]([F:11])[cH:7][cH:8][c:9]2[CH2:10]1. The reactants are C12(CC3CC(CC(C1)C3)C2)CC(=O)Cl (1-Adamantaneacetyl chloride), NN1C(=NC2=C(C1=O)C=C(S2)C)C (3-amino-2,6-dimethylthieno[2,3-d]pyrimidin-4(3H)-one). The product is C12(CC3CC(CC(C1)C3)C2)CC(=O)NN2C(=NC3=C(C2=O)C=C(S3)C)C (2-(1-adamantyl)-N-(2,6-dimethyl-4-oxothieno[2,3-d]pyrimidin-3(4H)-yl)acetamide). RXN SMILES: [C:1]12([CH2:11][C:12](Cl)=[O:13])[CH2:10][CH:5]3[CH2:6][CH:7]([CH2:9][CH:3]([CH2:4]3)[CH2:2]1)[CH2:8]2.[NH2:15][N:16]1[C:21](=[O:22])[C:20]2[CH:23]=[C:24]([CH3:26])[S:25][C:19]=2[N:18]=[C:17]1[CH3:27]>>[C:1]12([CH2:11][C:12]([NH:15][N:16]3[C:21](=[O:22])[C:20]4[CH:23]=[C:24]([CH3:26])[S:25][C:19]=4[N:18]=[C:17]3[CH3:27])=[O:13])[CH2:10][CH:5]3[CH2:6][CH:7]([CH2:9][CH:3]([CH2:4]3)[CH2:2]1)[CH2:8]2. Procedure details: 1-Adamantaneacetyl chloride and 3-amino-2,6-dimethylthieno[2,3-d]pyrimidin-4(3H)-one (Matrix) were processed using the method described in Example 42C to afford the title compound. 1H NMR (300 MHz, DMSO-d6) δ ppm 1.54-1.76 (m, 12 H) 1.89-1.99 (m, 3 H) 2.04-2.18 (m, 2 H) 2.37 (s, 3 H) 2.5 (s, 3 H) 7.09 (s, 1 H) 10.83 (s, 1 H); MS (ESI+) m/z 372 (M+H)+. Starting materials: ClC(Cl)(Cl)Cl, CCOC(=O)c1ncc2c(c1O)c(Br)c(Br)n2Cc1cccc(OC)c1, O=C1CCC(=O)N1Br. Yields the product CCOC(=O)c1nc(Br)c2c(c1O)c(Br)c(Br)n2Cc1cccc(OC)c1. RXN SMILES: [C:35]([Cl:36])([Cl:37])([Cl:38])[Cl:39].[CH2:1]([CH3:2])[O:3][C:4](=[O:5])[c:6]1[c:7]([OH:26])[c:8]2[c:9]([cH:10][n:11]1)[n:12]([CH2:17][c:18]1[cH:19][c:20]([O:24][CH3:25])[cH:21][cH:22][cH:23]1)[c:13]([Br:16])[c:14]2[Br:15].[O:27]=[C:28]1[N:29]([Br:34])[C:30](=[O:31])[CH2:32][CH2:33]1>>[CH2:1]([CH3:2])[O:3][C:4](=[O:5])[c:6]1[c:7]([OH:26])[c:8]2[c:9]([c:10]([Br:34])[n:11]1)[n:12]([CH2:17][c:18]1[cH:19][c:20]([O:24][CH3:25])[cH:21][cH:22][cH:23]1)[c:13]([Br:16])[c:14]2[Br:15]. The reactants are BrB(Br)Br, O=C([O-])O, ClCCl, Cl, COc1ccc2c(C(=O)c3ccc(OCCN4CCCCC4)cc3)c(-c3ccc(F)cc3F)ccc2c1, [Na+]. Product: O=C(c1ccc(OCCN2CCCCC2)cc1)c1c(-c2ccc(F)cc2F)ccc2cc(O)ccc12. RXN SMILES: [B:39]([Br:40])([Br:41])[Br:42].[C:43](=[O:44])([OH:45])[O-:46].[CH2:48]([Cl:49])[Cl:50].[ClH:38].[F:1][c:2]1[c:3](-[c:9]2[c:10]([C:21](=[O:22])[c:23]3[cH:24][cH:25][c:26]([O:29][CH2:30][CH2:31][N:32]4[CH2:33][CH2:34][CH2:35][CH2:36][CH2:37]4)[cH:27][cH:28]3)[c:11]3[cH:12][cH:13][c:14]([O:19][CH3:20])[cH:15][c:16]3[cH:17][cH:18]2)[cH:4][cH:5][c:6]([F:8])[cH:7]1.[Na+:47]>>[F:1][c:2]1[c:3](-[c:9]2[c:10]([C:21](=[O:22])[c:23]3[cH:24][cH:25][c:26]([O:29][CH2:30][CH2:31][N:32]4[CH2:33][CH2:34][CH2:35][CH2:36][CH2:37]4)[cH:27][cH:28]3)[c:11]3[cH:12][cH:13][c:14]([OH:19])[cH:15][c:16]3[cH:17][cH:18]2)[cH:4][cH:5][c:6]([F:8])[cH:7]1. Starting materials: ClC1=C(C=C(CNC(=O)C2CC2)C=C1)N1N=C(NC1=O)C1=C(C=C(C=C1)I)F (N-(4-chloro-3-(3-(2-fluoro-4-iodophenyl)-5-oxo-4,5-dihydro-1H-1,2,4-triazol-1-yl)benzyl)cyclopropanecarboxamide), ClC1=C(C=C(C=C1)Cl)C#C (1,4-dichloro-2-ethynylbenzene), CCCC[N+](CCCC)(CCCC)CCCC.[F-] (TBAF). Reagents/catalysts: Cl[Pd]([P](C1=CC=CC=C1)(C2=CC=CC=C2)C3=CC=CC=C3)([P](C4=CC=CC=C4)(C5=CC=CC=C5)C6=CC=CC=C6)Cl (bis(triphenylphosphine)palladium(II) chloride). Solvent: CS(=O)C (DMSO). Yields the product ClC1=C(C=C(CNC(=O)C2CC2)C=C1)N1N=C(NC1=O)C1=C(C=C(C=C1)C#CC1=C(C=CC(=C1)Cl)Cl)F (N-(4-Chloro-3-(3-(4-((2,5-dichlorophenyl)ethynyl)-2-fluorophenyl)-5-oxo-4,5-dihydro-1H-1,2,4-triazol-1-yl)benzyl)cyclopropanecarboxamide). Yield: 36.0%. As a reaction SMILES: [Cl:1][C:2]1[CH:14]=[CH:13][C:5]([CH2:6][NH:7][C:8]([CH:10]2[CH2:12][CH2:11]2)=[O:9])=[CH:4][C:3]=1[N:15]1[C:19](=[O:20])[NH:18][C:17]([C:21]2[CH:26]=[CH:25][C:24](I)=[CH:23][C:22]=2[F:28])=[N:16]1.[Cl:29][C:30]1[CH:35]=[CH:34][C:33]([Cl:36])=[CH:32][C:31]=1[C:37]#[CH:38].CCCC[N+](CCCC)(CCCC)CCCC.[F-]>Cl[Pd](Cl)([P](C1C=CC=CC=1)(C1C=CC=CC=1)C1C=CC=CC=1)[P](C1C=CC=CC=1)(C1C=CC=CC=1)C1C=CC=CC=1.CS(C)=O>[Cl:1][C:2]1[CH:14]=[CH:13][C:5]([CH2:6][NH:7][C:8]([CH:10]2[CH2:12][CH2:11]2)=[O:9])=[CH:4][C:3]=1[N:15]1[C:19](=[O:20])[NH:18][C:17]([C:21]2[CH:26]=[CH:25][C:24]([C:38]#[C:37][C:31]3[CH:32]=[C:33]([Cl:36])[CH:34]=[CH:35][C:30]=3[Cl:29])=[CH:23][C:22]=2[F:28])=[N:16]1 |f:2.3,^1:59,78|. Procedure details: The title compound was prepared according to the procedure described in Example-3 by using N-(4-chloro-3-(3-(2-fluoro-4-iodophenyl)-5-oxo-4,5-dihydro-1H-1,2,4-triazol-1-yl)benzyl)cyclopropanecarboxamide (Intermediate-48, 0.060 g, 0.10 mmol), 1,4-dichloro-2-ethynylbenzene (Intermediate-23, 0.026 g, 0.15 mmol), TBAF (0.064 g, 0.20 mmol), bis(triphenylphosphine)palladium(II) chloride (0.064 g, 0.20 mmol) and DMSO (3.0 mL) at 80° C. to afford 0.020 g of the desired product. 1H NMR (300 MHz, DMSO d6)... The reactants are NC1=CC=C(C=C1)N1CCN(CC1)C(C)=O (1-[4-(4-amino-phenyl)-piperazin-1-yl]-ethanone), COC(=O)C1=CC2=C(N=C(N=C2)Cl)N1C(CC)CC (2-chloro-7-(1-ethyl-propyl)-7H-pyrrolo[2,3-d]pyrimidine-6-carboxylic acid methyl ester), CC1(C2=C(C(=CC=C2)P(C3=CC=CC=C3)C4=CC=CC=C4)OC5=C(C=CC=C51)P(C6=CC=CC=C6)C7=CC=CC=C7)C (Xantphos), C(=O)([O-])[O-].[Cs+].[Cs+] (Cs2CO3). Reagents/catalysts: C=1C=CC(=CC1)/C=C/C(=O)/C=C/C2=CC=CC=C2.C=1C=CC(=CC1)/C=C/C(=O)/C=C/C2=CC=CC=C2.C=1C=CC(=CC1)/C=C/C(=O)/C=C/C2=CC=CC=C2.[Pd].[Pd] (Pd2(dba)3). The solvent is O1CCOCC1 (1,4-dioxane), O1CCOCC1 (1,4-dioxane). Conditions: temperature 100 celsius. The product is COC(=O)C1=CC2=C(N=C(N=C2)NC2=CC=C(C=C2)N2CCN(CC2)C(C)=O)N1C(CC)CC (2-[4-(4-acetyl-piperazin-1-yl)-phenylamino]-7-(1-ethyl-propyl)-7H-pyrrolo[2,3-d]pyrimidine-6-carboxylic acid methyl ester). Yield: 40.2%. RXN SMILES: [NH2:1][C:2]1[CH:7]=[CH:6][C:5]([N:8]2[CH2:13][CH2:12][N:11]([C:14](=[O:16])[CH3:15])[CH2:10][CH2:9]2)=[CH:4][CH:3]=1.[CH3:17][O:18][C:19]([C:21]1[N:30]([CH:31]([CH2:34][CH3:35])[CH2:32][CH3:33])[C:24]2[N:25]=[C:26](Cl)[N:27]=[CH:28][C:23]=2[CH:22]=1)=[O:20].CC1(C)C2C(=C(P(C3C=CC=CC=3)C3C=CC=CC=3)C=CC=2)OC2C(P(C3C=CC=CC=3)C3C=CC=CC=3)=CC=CC1=2.C([O-])([O-])=O.[Cs+].[Cs+]>O1CCOCC1.C1C=CC(/C=C/C(/C=C/C2C=CC=CC=2)=O)=CC=1.C1C=CC(/C=C/C(/C=C/C2C=CC=CC=2)=O)=CC=1.C1C=CC(/C=C/C(/C=C/C2C=CC=CC=2)=O)=CC=1.[Pd].[Pd]>[CH3:17][O:18][C:19]([C:21]1[N:30]([CH:31]([CH2:34][CH3:35])[CH2:32][CH3:33])[C:24]2[N:25]=[C:26]([NH:1][C:2]3[CH:3]=[CH:4][C:5]([N:8]4[CH2:9][CH2:10][N:11]([C:14](=[O:16])[CH3:15])[CH2:12][CH2:13]4)=[CH:6][CH:7]=3)[N:27]=[CH:28][C:23]=2[CH:22]=1)=[O:20] |f:3.4.5,7.8.9.10.11|. Procedure: To a solution of 1-[4-(4-amino-phenyl)-piperazin-1-yl]-ethanone (12.1 mg, 0.055 mmol) in 1,4-dioxane (0.5 mL) is added a solution of 2-chloro-7-(1-ethyl-propyl)-7H-pyrrolo[2,3-d]pyrimidine-6-carboxylic acid methyl ester (13 mg, 0.046 mmol) in 1,4-dioxane (0.6 mL), Pd2(dba)3 (2.2 mg, 0.0023 mmol), Xantphos (2.7 mg, 0.046 mmol) and Cs2CO3 (22.5 mg, 0.069 mmol). The mixture is degassed, and heated at 100° C. for 3 h. The mixture is cooled to room temperature, diluted with EtOAc, and filtered throug... The reactants are C(C)OC(=O)C1=C(NC(=C(C1C1=C(C=CC=C1)Cl)C(=O)OCC)C(=O)OCC)C (2-methyl-4-(2'-chlorophenyl)-1,4-dihydropyridine-3,5,6-tricarboxylic acid triethyl ester), ClC1=C(C=O)C=CC=C1 (2-chlorobenzaldehyde), C(C)OC(CC(=O)C(=O)OCC)=O (oxalacetic acid diethyl ester), C(C)OC(\C=C(\C)/N)=O (β-aminocrotonic acid ethyl ester). The solvent is C(C)O (ethanol). The product is C(C)OC(=O)C1=C(NC(=C(C1C1=CC(=CC=C1)Cl)C(=O)OCC)C(=O)OCC)C (2-Methyl-4-(3'-chlorophenyl)-1,4-dihydropyridine-3,5,6-tricarboxylic acid triethyl ester). As a reaction SMILES: [CH2:1]([O:3][C:4]([C:6]1[CH:11]([C:12]2[CH:17]=[CH:16][CH:15]=[CH:14][C:13]=2Cl)[C:10]([C:19]([O:21][CH2:22][CH3:23])=[O:20])=[C:9]([C:24]([O:26][CH2:27][CH3:28])=[O:25])[NH:8][C:7]=1[CH3:29])=[O:5])[CH3:2].[Cl:30]C1C=CC=CC=1C=O.C(OC(=O)CC(C(OCC)=O)=O)C.C(OC(=O)/C=C(\N)/C)C>C(O)C>[CH2:1]([O:3][C:4]([C:6]1[CH:11]([C:12]2[CH:17]=[CH:16][CH:15]=[C:14]([Cl:30])[CH:13]=2)[C:10]([C:19]([O:21][CH2:22][CH3:23])=[O:20])=[C:9]([C:24]([O:26][CH2:27][CH3:28])=[O:25])[NH:8][C:7]=1[CH3:29])=[O:5])[CH3:2]. Procedure details: In the same way, 2-methyl-4-(2'-chlorophenyl)-1,4-dihydropyridine-3,5,6-tricarboxylic acid triethyl ester is prepared from 14 g of 2-chlorobenzaldehyde, 19 g of oxalacetic acid diethyl ester and 13 g of β-aminocrotonic acid ethyl ester in 60 ccs of ethanol. Reaction SMILES: C(OC([NH:8][C:9]1([CH2:14][OH:15])[CH2:13][CH2:12][O:11][CH2:10]1)=O)(C)(C)C.[ClH:16].O1CCOCC1>>[ClH:16].[NH2:8][C:9]1([CH2:14][OH:15])[CH2:13][CH2:12][O:11][CH2:10]1 |f:1.2,3.4|. Procedure: A solution of [3-(tert-butoxycarbonylamino)oxolan-3-yl]methanol (2.50 g, 11.5 mmol) in 4M HCl-dioxane (30 mL) was stirred at room temperature for 2 h. The mixture was concentrated in vacuo and dried to give (3-aminooxolan-3-yl)methanol hydrochloride as a pale brown oil (2.17 g, quant.). 1H-NMR (400 MHz, DMSO-d6) δ 1.89-2.01 (2H, m), 3.51-3.58 (2H, m), 3.66 (2H, s), 3.71-3.76 (1H, m), 3.86-3.92 (1H, m), 8.33 (3H, brs). The reactants are C(C)(C)(C)OC(=O)NC1(COCC1)CO ([3-(tert-butoxycarbonylamino)oxolan-3-yl]methanol), Cl.O1CCOCC1 (HCl dioxane). The product is Cl.NC1(COCC1)CO ((3-aminooxolan-3-yl)methanol hydrochloride).